This data is from the Open Reaction Database (ORD), a public repository of structured organic reaction records. The task is: describe an organic reaction: reactants, conditions, products, and yield Isolated yield 45.0%. The product is BrCC=1CS([C@H]2N(C1C(=O)O[Si](C)(C)C)C(C2NC(CC2=CC=CC=C2)=O)=O)=O (trimethylsilyl 3-bromomethyl-7-phenylacetamido-3-cephem-4-carboxylate-1-oxide). As a reaction SMILES: CN([Si:9]([CH3:12])([CH3:11])[CH3:10])C(=O)C(F)(F)F.[CH3:13][C:14]1[CH2:15][S:16](=[O:36])[C@@H:17]2[CH:24]([NH:25][C:26](=[O:34])[CH2:27][C:28]3[CH:33]=[CH:32][CH:31]=[CH:30][CH:29]=3)[C:23](=[O:35])[N:18]2[C:19]=1[C:20]([OH:22])=[O:21].[Br:37]N1C(=O)CCC1=O>ClC1C=CC=CC=1Cl>[Br:37][CH2:13][C:14]1[CH2:15][S:16](=[O:36])[C@@H:17]2[CH:24]([NH:25][C:26](=[O:34])[CH2:27][C:28]3[CH:29]=[CH:30][CH:31]=[CH:32][CH:33]=3)[C:23](=[O:35])[N:18]2[C:19]=1[C:20]([O:22][Si:9]([CH3:12])([CH3:11])[CH3:10])=[O:21]. The reactants are CN(C(C(F)(F)F)=O)[Si](C)(C)C (N-methyl-N-trimethylsilyltrifluoroacetamide), CC=1CS([C@H]2N(C1C(=O)O)C(C2NC(CC2=CC=CC=C2)=O)=O)=O (3-methyl-7-phenylacetamido-3-cephem-4-carboxylic acid-1-oxide), BrN1C(CCC1=O)=O (N-bromosuccinimide). The solvent is ClC1=C(C=CC=C1)Cl (o-dichlorobenzene), ClC1=C(C=CC=C1)Cl (o-dichlorobenzene). Run at time 15 minute. Reported procedure: 0.3 ml of N-methyl-N-trimethylsilyltrifluoroacetamide (1.6 mmoles) was added at room temperature to a suspension of 354 mg (1.02 mmoles) of 3-methyl-7-phenylacetamido-3-cephem-4-carboxylic acid-1-oxide in 40 ml of o-dichlorobenzene and after stirring for 15 minutes, 20 ml of o-dichlorobenzene were added thereto. Bromination was carried out as described in Example 37 using 310 mg (1.74 mmoles) of N-bromosuccinimide as the brominating agent and irradiation was continued for 80 minutes to obtain tr... The reactants are CO, CS(C)=O, Cl, COC(=O)C(C)C(c1ccccc1)c1ccc2c(cnn2-c2ccc(F)cc2)c1, [Na+], [OH-]. The product is CC(C(=O)O)C(c1ccccc1)c1ccc2c(cnn2-c2ccc(F)cc2)c1. As a reaction SMILES: [CH3:33][OH:34].[CH3:35][S:36]([CH3:37])=[O:38].[ClH:30].[F:1][c:2]1[cH:3][cH:4][c:5](-[n:8]2[n:9][cH:10][c:11]3[cH:12][c:13]([CH:17]([CH:18]([C:19](=[O:20])[O:21][CH3:22])[CH3:23])[c:24]4[cH:25][cH:26][cH:27][cH:28][cH:29]4)[cH:14][cH:15][c:16]23)[cH:6][cH:7]1.[Na+:32].[OH-:31]>>[F:1][c:2]1[cH:3][cH:4][c:5](-[n:8]2[n:9][cH:10][c:11]3[cH:12][c:13]([CH:17]([CH:18]([C:19](=[O:20])[OH:21])[CH3:23])[c:24]4[cH:25][cH:26][cH:27][cH:28][cH:29]4)[cH:14][cH:15][c:16]23)[cH:6][cH:7]1.